From a dataset of the Open Reaction Database (ORD), a public repository of structured organic reaction records. describe an organic reaction: reactants, conditions, products, and yield Product: C#Cc1ccc2c(c1)C(C)(C)CCS2. Reaction SMILES: [Br:1][C:2](=[CH:3][c:4]1[cH:5][c:6]2[c:11]([cH:12][cH:13]1)[S:10][CH2:9][CH2:8][C:7]2([CH3:14])[CH3:15])[Br:16].[CH2:17]1[O:18][CH2:19][CH2:20][CH2:21]1.[CH2:22]([Li:23])[CH2:24][CH2:25][CH3:26].[OH2:27]>>[CH:2]#[C:3][c:4]1[cH:5][c:6]2[c:11]([cH:12][cH:13]1)[S:10][CH2:9][CH2:8][C:7]2([CH3:14])[CH3:15]. Reactants: CC1(C)CCSc2ccc(C=C(Br)Br)cc21, C1CCOC1, [Li]CCCC, O. Starting materials: N[C@H]1[C@H](CCCC1)NC1=NC(=NC2=CC=C(C=C12)C)N (N4-[(1S,2R)-2-aminocyclohexyl]-6-methylquinazoline-2,4-diamine), C(C)(C)(C)OC(=O)NC(=NC(=O)OC(C)(C)C)N1N=CC=C1 (N,N′-bis(t-butoxycarbonyl)-1H-pyrazole-1-carboxamidine), O (water). Run in C(Cl)Cl (methylene chloride). Run at time 15 hour. Product: NC1=NC2=CC=C(C=C2C(=N1)N[C@@H]1[C@@H](CCCC1)NC(=NC(=O)OC(C)(C)C)NC(=O)OC(C)(C)C)C (N-{(1R,2S)-2-[(2-amino-6-methylquinazolin-4-yl) amino]cyclohexyl}-N′,N″-bis(tert-butoxycarbonyl)guanidine). The yield is 99.1%. RXN SMILES: [NH2:1][C@@H:2]1[CH2:7][CH2:6][CH2:5][CH2:4][C@@H:3]1[NH:8][C:9]1[C:18]2[C:13](=[CH:14][CH:15]=[C:16]([CH3:19])[CH:17]=2)[N:12]=[C:11]([NH2:20])[N:10]=1.[C:21]([O:25][C:26]([NH:28][C:29](N1C=CC=N1)=[N:30][C:31]([O:33][C:34]([CH3:37])([CH3:36])[CH3:35])=[O:32])=[O:27])([CH3:24])([CH3:23])[CH3:22].O>C(Cl)Cl>[NH2:20][C:11]1[N:10]=[C:9]([NH:8][C@H:3]2[CH2:4][CH2:5][CH2:6][CH2:7][C@H:2]2[NH:1][C:29]([NH:28][C:26]([O:25][C:21]([CH3:24])([CH3:23])[CH3:22])=[O:27])=[N:30][C:31]([O:33][C:34]([CH3:37])([CH3:36])[CH3:35])=[O:32])[C:18]2[C:13](=[CH:14][CH:15]=[C:16]([CH3:19])[CH:17]=2)[N:12]=1. Procedure details: To a solution of 4.53 g of N4-[(1S,2R)-2-aminocyclohexyl]-6-methylquinazoline-2,4-diamine in 90 ml of methylene chloride, 5.18 g of N,N′-bis(t-butoxycarbonyl)-1H-pyrazole-1-carboxamidine was added, and then the mixture was stirred at room temperature for 15 hours. The reaction solution was mixed with water, extracted with methylene chloride and then dried. The solvent was distilled off and the residue was purified by silica gel column chromatography (chloroform:methanol=20:1) to obtain 8.50 g of...